Dataset: the Open Reaction Database (ORD), a public repository of structured organic reaction records. Task: describe an organic reaction: reactants, conditions, products, and yield The reactants are C[Si](C)(C)OC(=O)C(C(=O)O)c1ccccc1, Clc1ccccc1, O=S(Cl)Cl. Yields the product C[Si](C)(C)OC(=O)C(C(=O)Cl)c1ccccc1. RXN SMILES: [CH3:1][Si:2]([CH3:3])([CH3:4])[O:5][C:6]([CH:7]([C:8](=[O:9])[OH:10])[c:11]1[cH:12][cH:13][cH:14][cH:15][cH:16]1)=[O:17].[Cl:22][c:23]1[cH:24][cH:25][cH:26][cH:27][cH:28]1.[S:18]([Cl:19])([Cl:20])=[O:21]>>[CH3:1][Si:2]([CH3:3])([CH3:4])[O:5][C:6]([CH:7]([C:8](=[O:9])[Cl:20])[c:11]1[cH:12][cH:13][cH:14][cH:15][cH:16]1)=[O:17]. Starting materials: C(C)(C)C1=C(CO)C(=CC=C1)C(C)C (2, 6-diisopropylbenzyl alcohol), S(=O)(Cl)Cl (thionyl chloride), resultant mixture. The solvent is C1(=CC=CC=C1)C (toluene). Product: C(C)(C)C1=C(CCl)C(=CC=C1)C(C)C (2, 6-diisopropylbenzyl chloride). The yield is 99.3%. RXN SMILES: [CH:1]([C:4]1[CH:11]=[CH:10][CH:9]=[C:8]([CH:12]([CH3:14])[CH3:13])[C:5]=1[CH2:6]O)([CH3:3])[CH3:2].S(Cl)([Cl:17])=O>C1(C)C=CC=CC=1>[CH:1]([C:4]1[CH:11]=[CH:10][CH:9]=[C:8]([CH:12]([CH3:14])[CH3:13])[C:5]=1[CH2:6][Cl:17])([CH3:3])[CH3:2]. Procedure details: To a solution of 1.37 g (7.12 mmol) of 2, 6-diisopropylbenzyl alcohol in 20 ml of toluene was added 0.78 ml (10.7 mmol) of thionyl chloride, and the resultant mixture was stirred at room temperature for 3.5 hours. The reaction mixture was washed with water, dried over anhydrous magnesium sulfate and the solvent evaporated in vacuo to give 1.49 g of 2, 6-diisopropylbenzyl chloride as an oil.